The task is: describe an organic reaction: reactants, conditions, products, and yield. This data is from the Open Reaction Database (ORD), a public repository of structured organic reaction records. Reactants: BrC1=NC(=CC=C1)F (2-bromo-6-fluoropyridine), N1CCNCC(C1)O (1,4-diazepan-6-ol), CCN(C(C)C)C(C)C (DIPEA). Solvent: C(C)O (ethanol). Reaction conditions: temperature 100 celsius. The product is BrC1=CC=CC(=N1)N1CCNCC(C1)O (1-(6-bromopyridin-2-yl)-1,4-diazepan-6-ol). Isolated yield 54.4%. RXN SMILES: [Br:1][C:2]1[CH:7]=[CH:6][CH:5]=[C:4](F)[N:3]=1.[NH:9]1[CH2:15][CH:14]([OH:16])[CH2:13][NH:12][CH2:11][CH2:10]1.CCN(C(C)C)C(C)C>C(O)C>[Br:1][C:2]1[N:3]=[C:4]([N:9]2[CH2:15][CH:14]([OH:16])[CH2:13][NH:12][CH2:11][CH2:10]2)[CH:5]=[CH:6][CH:7]=1. Procedure: A mixture of 2-bromo-6-fluoropyridine (477 mg, 2.7 mmol), 1,4-diazepan-6-ol (350 mg, 3 mmol), and DIPEA (1.94 g, 15 mmol) in ethanol (10 mL) was heated at 100° C. for 16 hours. After it was cooled, the reaction mixture was concentrated under reduced pressure. The residue was diluted with EtOAc (100 mL) and washed with brine. The organic layer was dried over Na2SO4 and concentrated under reduced pressure to afford 1-(6-bromopyridin-2-yl)-1,4-diazepan-6-ol as a colorless oil (400 mg, 48.9%). MS (E... The reactants are C(=O)C1=NC=CC(=C1)C(=O)OCC (Ethyl 2-formylpyridine-4-carboxylate), Cl.CN(C(CN)=O)C (N,N-dimethylglycineamide hydrochloride). The solvent is C(C)N(CC)CC (triethylamine). Product: CN(C(=O)CNCC1=NC=CC(=C1)C(=O)OCC)C (Ethyl 2-({[(dimethylcarbamoyl)methyl]amino}methyl)pyridine-4-carboxylate). RXN SMILES: [CH:1]([C:3]1[CH:8]=[C:7]([C:9]([O:11][CH2:12][CH3:13])=[O:10])[CH:6]=[CH:5][N:4]=1)=O.Cl.[CH3:15][N:16]([CH3:21])[C:17](=[O:20])[CH2:18][NH2:19]>C(N(CC)CC)C>[CH3:15][N:16]([CH3:21])[C:17]([CH2:18][NH:19][CH2:1][C:3]1[CH:8]=[C:7]([C:9]([O:11][CH2:12][CH3:13])=[O:10])[CH:6]=[CH:5][N:4]=1)=[O:20] |f:1.2|. Reported procedure: By General Procedure A from Ethyl 2-formylpyridine-4-carboxylate, N,N-dimethylglycineamide hydrochloride, and triethylamine. Purification by column chromatography with a gradient of 0-10% MeOH in DCM gave the title product as yellow oil. 1H NMR (300 MHz, chloroform-d): δ ppm 8.69 (s, 1H), 7.94 (s, 1H), 7.72 (d, 1H), 4.40 (q, 2H), 4.03 (s, 2H), 3.48 (s, 2H), 2.95 (d, 6H), 1.40 (t, 3H). Starting materials: CN1CCOCC1 (N-methylmorpholine), C(C)N1C(N(CN(C1)C)C=1SC2=C(N1)C=CC(=C2)[N+](=O)[O-])=O (1-ethyl-5-methyl-3-(6-nitro-1,3-benzothiazol-2-yl)-1,3,5-triazinan-2-one), alkanol water, C(C)NC(=O)NC=1SC2=C(N1)C=CC(=C2)[N+](=O)[O-] (N-Ethyl-N′-(6-nitro-1,3-benzothiazol-2-yl)urea), aqueous solution, C=O (formaldehyde), solution, CN (MeNH2). Reaction SMILES: [CH2:1]([N:3]1CN(C)C[N:5]([C:10]2[S:11][C:12]3[CH:18]=[C:17]([N+]([O-])=O)[CH:16]=[CH:15][C:13]=3[N:14]=2)[C:4]1=[O:22])[CH3:2].C(NC(N[C:29]1S[C:31]2[CH:37]=C([N+]([O-])=O)C=C[C:32]=2[N:33]=1)=O)C.C=O.CN.[CH3:45][N:46]1CCOCC1>CO.CCO.O>[C:45]([C:17]1[CH:16]=[CH:15][C:13]2[N:14]=[C:10]([NH:5][C:4]([NH:3][CH2:1][C:2]3[CH:29]=[N:33][CH:32]=[CH:31][CH:37]=3)=[O:22])[S:11][C:12]=2[CH:18]=1)#[N:46] |f:6.7|. Reaction conditions: temperature 80 celsius, time 4 hour. Reported procedure: General procedure for synthesizing 1-ethyl-5-methyl-3-(6-nitro-1,3-benzothiazol-2-yl)-1,3,5-triazinan-2-one: N-Ethyl-N′-(6-nitro-1,3-benzothiazol-2-yl)urea is suspended in an alkanol/water mixture, preferably 1:1 EtOH/H2O at room temperature. A 37% aqueous solution of formaldehyde is added followed by addition of a 2M solution of MeNH2 in MeOH, then about 2 mole equivalents of N-methylmorpholine. The solution is warmed to about 70–85° C., preferably 80° C., then allowed to stir for about 4–24 ho... The product is C(#N)C1=CC2=C(N=C(S2)NC(=O)NCC=2C=NC=CC2)C=C1 (N-(6-Cyano-1,3-benzothiazol-2-yl)-N′-(3-pyridylmethyl)urea). Solvent: CCO.O (EtOH H2O), CO (MeOH). Reactants: [Br-], C1CCOC1, C=C[Mg+], CON(C)C(=O)c1ccccc1F. Reaction SMILES: [Br-:14].[CH2:18]1[O:19][CH2:20][CH2:21][CH2:22]1.[CH:15](=[CH2:16])[Mg+:17].[F:1][c:2]1[c:3]([C:4](=[O:5])[N:6]([O:7][CH3:8])[CH3:9])[cH:10][cH:11][cH:12][cH:13]1>>[F:1][c:2]1[c:3]([C:4](=[O:5])[CH:15]=[CH2:16])[cH:10][cH:11][cH:12][cH:13]1. The product is C=CC(=O)c1ccccc1F. Starting materials: O=C(Cn1ccc(OCc2ccccc2)cc1=O)c1ccc2c(c1)CCN(C(=O)C(F)(F)F)CC2, CO, [Na+], [OH-]. The product is O=C(Cn1ccc(OCc2ccccc2)cc1=O)c1ccc2c(c1)CCNCC2. Reaction SMILES: [CH2:1]([c:2]1[cH:3][cH:4][cH:5][cH:6][cH:7]1)[O:8][c:9]1[cH:10][c:11](=[O:35])[n:12]([CH2:15][C:16]([c:17]2[cH:18][c:19]3[c:20]([cH:32][cH:33]2)[CH2:21][CH2:22][N:23]([C:26](=[O:27])[C:28]([F:29])([F:30])[F:31])[CH2:24][CH2:25]3)=[O:34])[cH:13][cH:14]1.[CH3:38][OH:39].[Na+:37].[OH-:36]>>[CH2:1]([c:2]1[cH:3][cH:4][cH:5][cH:6][cH:7]1)[O:8][c:9]1[cH:10][c:11](=[O:35])[n:12]([CH2:15][C:16]([c:17]2[cH:18][c:19]3[c:20]([cH:32][cH:33]2)[CH2:21][CH2:22][NH:23][CH2:24][CH2:25]3)=[O:34])[cH:13][cH:14]1. The reactants are COc1cc(CC(NC(=O)OC(C)(C)C)C(=O)OCc2ccccc2)ccc1O, C1COCCO1, ClCCl, Cl. Product: COc1cc(CC(N)C(=O)OCc2ccccc2)ccc1O, Cl. As a reaction SMILES: [CH2:2]([c:3]1[cH:4][cH:5][cH:6][cH:7][cH:8]1)[O:9][C:10]([CH:11]([CH2:12][c:13]1[cH:14][c:15]([O:20][CH3:21])[c:16]([OH:19])[cH:17][cH:18]1)[NH:22][C:23]([O:24][C:25]([CH3:26])([CH3:27])[CH3:28])=[O:29])=[O:30].[CH2:31]1[O:32][CH2:33][CH2:34][O:35][CH2:36]1.[Cl:37][CH2:38][Cl:39].[ClH:1]>>[CH2:2]([c:3]1[cH:4][cH:5][cH:6][cH:7][cH:8]1)[O:9][C:10]([CH:11]([CH2:12][c:13]1[cH:14][c:15]([O:20][CH3:21])[c:16]([OH:19])[cH:17][cH:18]1)[NH2:22])=[O:30].[ClH:1]. The reactants are N1=C(C=CC=C1)C(=O)C1=C(C=CC=C1)N=NC(C(=O)N)N ([2-(2-pyridinecarbonyl)-phenyl]azo-aminoacetamide), C([O-])([O-])=O.[K+].[K+] (potassium carbonate), ClCC(=O)Cl (chloroacetyl chloride). Run in C1=CC=CC=C1 (benzene). Conditions: time 45 minute. The product is N1=C(C=CC=C1)C(=O)C1=C(C=CC=C1)N=NC(C(=O)N)NC(CCl)=O ([2-(2-pyridinecarbonyl)phenyl]azo-(2-chloroacetamido)acetamide). Reaction SMILES: [N:1]1[CH:6]=[CH:5][CH:4]=[CH:3][C:2]=1[C:7]([C:9]1[CH:14]=[CH:13][CH:12]=[CH:11][C:10]=1[N:15]=[N:16][CH:17]([NH2:21])[C:18]([NH2:20])=[O:19])=[O:8].C(=O)([O-])[O-].[K+].[K+].[Cl:28][CH2:29][C:30](Cl)=[O:31]>C1C=CC=CC=1>[N:1]1[CH:6]=[CH:5][CH:4]=[CH:3][C:2]=1[C:7]([C:9]1[CH:14]=[CH:13][CH:12]=[CH:11][C:10]=1[N:15]=[N:16][CH:17]([NH:21][C:30](=[O:31])[CH2:29][Cl:28])[C:18]([NH2:20])=[O:19])=[O:8] |f:1.2.3|. Procedure: To a solution of 0.85 g. of [2-(2-pyridinecarbonyl)-phenyl]azo-aminoacetamide in 30 ml. of anhydrous benzene are added 0.42 g. of potassium carbonate and 1.0 ml. of chloroacetyl chloride. The mixture is refluxed with stirring for 45 minutes, and then cooled. The precipitated crystals are collected by filtration, and partitioned between saturated aqueous sodium hydrogen carbonate solution and chloroform. The chloroform layer is separated, washed with water, dried over sodium sulfate, and then the... The reactants are Cc1cc(C)c(O)c(C)c1, CN(C)C=O, COc1ccc(-c2cc(Cl)nc(C)n2)cc1OC, [H-], [Na+], O. The product is COc1ccc(-c2cc(Oc3c(C)cc(C)cc3C)nc(C)n2)cc1OC. RXN SMILES: [CH3:1][c:2]1[c:3]([OH:10])[c:4]([CH3:9])[cH:5][c:6]([CH3:8])[cH:7]1.[CH3:32][N:33]([CH3:34])[CH:35]=[O:36].[Cl:13][c:14]1[n:15][c:16]([CH3:30])[n:17][c:18](-[c:20]2[cH:21][c:22]([O:28][CH3:29])[c:23]([O:26][CH3:27])[cH:24][cH:25]2)[cH:19]1.[H-:11].[Na+:12].[OH2:31]>>[CH3:1][c:2]1[c:3]([O:10][c:14]2[n:15][c:16]([CH3:30])[n:17][c:18](-[c:20]3[cH:21][c:22]([O:28][CH3:29])[c:23]([O:26][CH3:27])[cH:24][cH:25]3)[cH:19]2)[c:4]([CH3:9])[cH:5][c:6]([CH3:8])[cH:7]1.